From a dataset of the Open Reaction Database (ORD), a public repository of structured organic reaction records. describe an organic reaction: reactants, conditions, products, and yield Product: OC(COc1cccc2ccccc12)CN1CCCC1. As a reaction SMILES: [CH2:16]1[CH2:17][CH2:18][NH:19][CH2:20]1.[CH3:21][OH:22].[O:1]1[CH2:2][CH:3]1[CH2:4][O:5][c:6]1[cH:7][cH:8][cH:9][c:10]2[cH:11][cH:12][cH:13][cH:14][c:15]12>>[OH:1][CH:3]([CH2:2][N:19]1[CH2:18][CH2:17][CH2:16][CH2:20]1)[CH2:4][O:5][c:6]1[cH:7][cH:8][cH:9][c:10]2[cH:11][cH:12][cH:13][cH:14][c:15]12. Starting materials: C1CCNC1, CO, c1ccc2c(OCC3CO3)cccc2c1. Starting materials: O=C([O-])[O-], CB1OB(C)OB(C)O1, COCCOCCOC, CCOC(=O)C1=Cc2cc(Cl)c(NCC(C)C)cc2OC1C(F)(F)F, [Cs+], [Cs+], O. Yields the product CCOC(=O)C1=Cc2cc(C)c(NCC(C)C)cc2OC1C(F)(F)F. RXN SMILES: [C:35](=[O:36])([O-:37])[O-:38].[CH3:26][B:27]1[O:28][B:29]([CH3:30])[O:31][B:32]([CH3:33])[O:34]1.[CH3:42][O:43][CH2:44][CH2:45][O:46][CH2:47][CH2:48][O:49][CH3:50].[Cl:1][c:2]1[cH:3][c:4]2[c:9]([cH:10][c:11]1[NH:12][CH2:13][CH:14]([CH3:15])[CH3:16])[O:8][CH:7]([C:17]([F:18])([F:19])[F:20])[C:6]([C:21](=[O:22])[O:23][CH2:24][CH3:25])=[CH:5]2.[Cs+:39].[Cs+:40].[OH2:41]>>[c:2]1([CH3:26])[cH:3][c:4]2[c:9]([cH:10][c:11]1[NH:12][CH2:13][CH:14]([CH3:15])[CH3:16])[O:8][CH:7]([C:17]([F:18])([F:19])[F:20])[C:6]([C:21](=[O:22])[O:23][CH2:24][CH3:25])=[CH:5]2. The reactants are 12.0, C(C)(C)(C)C=1C=C(C2=C(C(C=C(O2)C(=O)OCC)=O)C1)C(C)(C)C (6,8-di-t-butyl-4-oxo-4H-1benzopyran-2-carboxylic acid, ethyl ester), [H][H] (hydrogen). Reagents/catalysts: [Ni] (Raney Nickel). Product: C(C)(C)(C)C=1C=C(C2=C(C(CC(O2)C(=O)OCC)=O)C1)C(C)(C)C (6,8-di-t-butyl-2,3-dihydro-4-oxo-4H-1-benzopyran-2-carboxylic acid, ethyl ester). RXN SMILES: [C:1]([C:5]1[CH:6]=[C:7]([C:21]([CH3:24])([CH3:23])[CH3:22])[C:8]2[O:13][C:12]([C:14]([O:16][CH2:17][CH3:18])=[O:15])=[CH:11][C:10](=[O:19])[C:9]=2[CH:20]=1)([CH3:4])([CH3:3])[CH3:2].[H][H]>[Ni]>[C:1]([C:5]1[CH:6]=[C:7]([C:21]([CH3:22])([CH3:24])[CH3:23])[C:8]2[O:13][CH:12]([C:14]([O:16][CH2:17][CH3:18])=[O:15])[CH2:11][C:10](=[O:19])[C:9]=2[CH:20]=1)([CH3:4])([CH3:3])[CH3:2]. Reported procedure: A solution of 12.0 parts of 6,8-di-t-butyl-4-oxo-4H-1benzopyran-2-carboxylic acid, ethyl ester in 150 parts of ethanoo was hydrogenated, using Raney Nickel as catalyst, until one equivalent of hydrogen had been absorbed. The catalyst was removed by filtration and the ethanol was evaporated to give a residue which was chromatographed on silica gel. Careful elution with a 1:1 mixture of chloroform and light petroleum (b.p. 60°-80° C) gave 3.73 parts of 6,8-di-t-butyl-2,3-dihydro-4-oxo-4H-1-benzopy...